From a dataset of the Open Reaction Database (ORD), a public repository of structured organic reaction records. describe an organic reaction: reactants, conditions, products, and yield Starting materials: NO (hydroxylamine), ON1C(CCC1=O)=O (N-Hydroxysuccinimide), Cl.CN(CCCN=C=NCC)C (1-(3-dimethylaminopropyl)-3-ethylcarbodiimide hydrochloride), OC=1C=C2C(=CNC2=CC1)C1CCN(CC1)S(=O)(=O)N1C(CCCC1)C(=O)O (1-[4-(5-hydroxyindol-3-yl)piperidine-1-sulfonyl]piperidine-2-(RS)-carboxylic acid). Reagents/catalysts: CN(C1=CC=NC=C1)C (4-dimethylaminopyridine). The solvent is CO (methanol), CN(C=O)C.C(Cl)Cl (dimethylformamide methylene chloride), C(Cl)Cl (methylene chloride). Run at time 2 hour. Yields the product ONC(=O)C1N(CCCC1)S(=O)(=O)N1CCC(CC1)C1=CNC2=CC=C(C=C12)O (N-hydroxy-1-[4-(5-hydroxyindol-3-yl)piperidine-1-sulfonyl]piperidine-2-(RS)-carboxamide). The yield is 22.0%. RXN SMILES: [OH:1][N:2]1C(=O)CCC1=O.Cl.CN(C)CCCN=C=NCC.[OH:21][C:22]1[CH:23]=[C:24]2[C:28](=[CH:29][CH:30]=1)[NH:27][CH:26]=[C:25]2[CH:31]1[CH2:36][CH2:35][N:34]([S:37]([N:40]2[CH2:45][CH2:44][CH2:43][CH2:42][CH:41]2[C:46](O)=[O:47])(=[O:39])=[O:38])[CH2:33][CH2:32]1.NO>CN(C)C1C=CN=CC=1.CN(C)C=O.C(Cl)Cl.C(Cl)Cl.CO>[OH:1][NH:2][C:46]([CH:41]1[CH2:42][CH2:43][CH2:44][CH2:45][N:40]1[S:37]([N:34]1[CH2:33][CH2:32][CH:31]([C:25]2[C:24]3[C:28](=[CH:29][CH:30]=[C:22]([OH:21])[CH:23]=3)[NH:27][CH:26]=2)[CH2:36][CH2:35]1)(=[O:39])=[O:38])=[O:47] |f:1.2,6.7|. Procedure details: N-Hydroxysuccinimide (0.181 g, 1.57 mmol), 4-dimethylaminopyridine (96 mg, 0.78 mmol) and 1-(3-dimethylaminopropyl)-3-ethylcarbodiimide hydrochloride (0.33 g, 1.73 mmol) were added to a solution of 1-[4-(5-hydroxyindol-3-yl)piperidine-1-sulfonyl]piperidine-2-(RS)-carboxylic acid (0.32 g, 0.78 mmol) [prepared as described in Step 2 above] in 30% dimethylformamide/methylene chloride (5.5 ml). After stirring at RT for 2 h, the reaction was diluted with methylene chloride (50 ml) and washed with 1M ... The reactants are C(C)(C)NC(C)C (diisopropylamine), BrCC#CC (1-bromo-2-butyne), C(CCC)[Li] (butyllithium), C(CC)(=O)O (propionic acid). The solvent is C1CCOC1 (THF), CCCCCC (hexane), CN(P(N(C)C)(N(C)C)=O)C (hexamethylphosphoric triamide). Run at time 35 minute. Product: CC(C(=O)O)CC#CC (2-methyl-4-hexynoic acid). RXN SMILES: [CH2:1]([Li])[CH2:2][CH2:3][CH3:4].C(NC(C)C)(C)C.[C:13]([OH:17])(=[O:16])[CH2:14][CH3:15].BrCC#CC>CCCCCC.CN(C)P(=O)(N(C)C)N(C)C.C1COCC1>[CH3:15][CH:14]([CH2:1][C:2]#[C:3][CH3:4])[C:13]([OH:17])=[O:16]. Procedure: At 20° C., 130 ml. of an approximately 1.3-molar butyllithium solution in hexane is added dropwise to a solution of 27.1 g. of diisopropylamine in 130 ml. of THF. At -20° to 0°, 6.6 ml. of propionic acid and 18 ml. of hexamethylphosphoric triamide are added dropwise to this mixture, and the latter is stirred for 35 minutes at room temperature, and then at 0° 11.6 g. of 1-bromo-2-butyne is added dropwise thereto. The mixture is then stirred for 2 hours at room temperature. Then, the reaction mixt... The reactants are CO (Methanol), C(C1=CC=CC=C1)C=1OC2=C(C1C)C=C1C(=C2)OCO1 (2-benzyl-3-methyl-5,6-methylenedioxybenzofuran), solution, B(Br)(Br)Br (boron tribromide). The solvent is C(Cl)Cl (methylene chloride), C(Cl)Cl (methylene chloride). Run at temperature -25 celsius, time 1 hour. Product: C(C1=CC=CC=C1)C=1OC2=C(C1C)C=C(C(=C2)O)O (2-benzyl-3methyl-5,6-dihydroxybenzofuran). Yield: 59.2%. Reaction SMILES: [CH2:1]([C:8]1[O:9][C:10]2[CH:17]=[C:16]3[O:18]C[O:20][C:15]3=[CH:14][C:11]=2[C:12]=1[CH3:13])[C:2]1[CH:7]=[CH:6][CH:5]=[CH:4][CH:3]=1.B(Br)(Br)Br.CO>C(Cl)Cl>[CH2:1]([C:8]1[O:9][C:10]2[CH:17]=[C:16]([OH:18])[C:15]([OH:20])=[CH:14][C:11]=2[C:12]=1[CH3:13])[C:2]1[CH:3]=[CH:4][CH:5]=[CH:6][CH:7]=1. Procedure details: A solution of 2-benzyl-3-methyl-5,6-methylenedioxybenzofuran (226 mg, 0.85 mmole) in methylene chloride (10 mL) was cooled at -65° C. and a 1M solution of boron tribromide in methylene chloride (0.85 mL) was added dropwise. The mixture was allowed to warm up to -25° C. and was kept in that range for 1 hour. Methanol (5 mL) was then added and the mixture was evaporated in vacuo. The residue was chromatographed on silica gel and eluted with 25% ethylacetate in hexane to yield 128 mg of 2-benzyl-3m...